Dataset: the Open Reaction Database (ORD), a public repository of structured organic reaction records. Task: describe an organic reaction: reactants, conditions, products, and yield Reactants: ClC=1C=CC=C2NC(C(N(C12)C(C)C)=O)=O (8-chloro-1,2,3,4-tetrahydro-1-isopropyl-2,3-dioxo-quinoxaline), ClC1=C(N(C(C)C)C(=O)C(=O)OCC)C(=CC=C1)[N+](=O)[O-] (2-chloro-N-ethoxalyl-N-isopropyl-6-nitroaniline). The solvent is C(Cl)Cl (methylene chloride). Product: C(C)(C)N1C(C(=[N+](C2=CC=CC=C12)[O-])O)=O (3,4-dihydro-4-isopropyl-2-hydroxy-3-oxo-quinoxaline-1-oxide). As a reaction SMILES: ClC1C=CC=C2C=1N(C(C)C)C(=O)C(=O)N2.Cl[C:18]1[CH:34]=[CH:33][CH:32]=[C:31]([N+:35]([O-:37])=O)[C:19]=1[N:20]([C:24]([C:26](OCC)=[O:27])=[O:25])[CH:21]([CH3:23])[CH3:22]>C(Cl)Cl>[CH:21]([N:20]1[C:19]2[C:31](=[CH:32][CH:33]=[CH:34][CH:18]=2)[N+:35]([O-:37])=[C:26]([OH:27])[C:24]1=[O:25])([CH3:23])[CH3:22]. Reported procedure: In a similar manner 8-chloro-1,2,3,4-tetrahydro-1-isopropyl-2,3-dioxo-quinoxaline was prepared from 2-chloro-N-ethoxalyl-N-isopropyl-6-nitroaniline by hydrogenation using methylene chloride as solvent. M.p. 228°-229° C. Starting materials: C(CC)NCCC (dipropylamine), ClCC1=NN=C(O1)C=1N=CN2C1[C@H]1N(C(C3=C2C=CC=C3)=O)CC1 ((S)-1-(5-chloromethyl-1,3,4-oxadiazol-2-yl)-12,12a-dihydro-9H,11H-azeto[2,1-c]imidazo[1,5-a][1,4]benzodiazepin-9-one). Run in CN(C=O)C (dimethylformamide). Conditions: time 12 hour. The product is C(CC)N(CCC)CC1=NN=C(O1)C=1N=CN2C1[C@H]1N(C(C3=C2C=CC=C3)=O)CC1 ((S)-1-(5-dipropylaminomethyl-1,3,4-oxadiazol-2-yl)-12,12a-dihydro-9H,11H-azeto[2,1-c]imidazo[1,5-a]-[1,4]benzodiazepin-9-one). The yield is 64.7%. RXN SMILES: [CH2:1]([NH:4][CH2:5][CH2:6][CH3:7])[CH2:2][CH3:3].Cl[CH2:9][C:10]1[O:14][C:13]([C:15]2[N:16]=[CH:17][N:18]3[C:24]4[CH:25]=[CH:26][CH:27]=[CH:28][C:23]=4[C:22](=[O:29])[N:21]4[CH2:30][CH2:31][C@H:20]4[C:19]=23)=[N:12][N:11]=1>CN(C)C=O>[CH2:1]([N:4]([CH2:9][C:10]1[O:14][C:13]([C:15]2[N:16]=[CH:17][N:18]3[C:24]4[CH:25]=[CH:26][CH:27]=[CH:28][C:23]=4[C:22](=[O:29])[N:21]4[CH2:30][CH2:31][C@H:20]4[C:19]=23)=[N:12][N:11]=1)[CH2:5][CH2:6][CH3:7])[CH2:2][CH3:3]. Reported procedure: 0.94 ml (73 mmol) of dipropylamine was added to a solution of 1.17 g (3.42 mmol) of (S)-1-(5-chloromethyl-1,3,4-oxadiazol-2-yl)-12,12a-dihydro-9H,11H-azeto[2,1-c]imidazo[1,5-a][1,4]benzodiazepin-9-one in 10 ml of dimethylformamide, whereupon the mixture was stirred at room temperature for 12 hours. The dimethylformamide was evaporated and the residue was partitioned between methylene chloride and 2N sodium carbonate solution. The aqueous phase was washed twice with methylene chloride and the org...